From a dataset of the Open Reaction Database (ORD), a public repository of structured organic reaction records. describe an organic reaction: reactants, conditions, products, and yield The reactants are C1(=CC=CC2=CC=CC=C12)N=C=O (1-naphthyl isocyanate), N1CCC(CC1)CCCCNC(CCC=1C=NC=CC1)=O (N-(4-piperidin-4-yl -butyl)-3-(pyridin-3-yl)-propionamide). Solvent: C1CCOC1 (THF), C1CCOC1 (THF). Run at temperature 0 celsius, time 8 hour. The product is C1(=CC=CC2=CC=CC=C12)NC(=O)N1CCC(CC1)CCCCNC(CCC=1C=NC=CC1)=O (N-{4-[1-(1-naphthylaminocarbonyl)-piperidin-4-yl]-butyl}-3-(pyridin-3-yl) -propionamide). Reaction SMILES: [C:1]1([N:11]=[C:12]=[O:13])[C:10]2[C:5](=[CH:6][CH:7]=[CH:8][CH:9]=2)[CH:4]=[CH:3][CH:2]=1.[NH:14]1[CH2:19][CH2:18][CH:17]([CH2:20][CH2:21][CH2:22][CH2:23][NH:24][C:25](=[O:34])[CH2:26][CH2:27][C:28]2[CH:29]=[N:30][CH:31]=[CH:32][CH:33]=2)[CH2:16][CH2:15]1>C1COCC1>[C:1]1([NH:11][C:12]([N:14]2[CH2:19][CH2:18][CH:17]([CH2:20][CH2:21][CH2:22][CH2:23][NH:24][C:25](=[O:34])[CH2:26][CH2:27][C:28]3[CH:29]=[N:30][CH:31]=[CH:32][CH:33]=3)[CH2:16][CH2:15]2)=[O:13])[C:10]2[C:5](=[CH:6][CH:7]=[CH:8][CH:9]=2)[CH:4]=[CH:3][CH:2]=1. Procedure: 2.6 ml (17.7 mmol) 1-naphthyl isocyanate are dissolved in 15 ml absolute THF and cooled to ca. 0° C. under moisture exclusion. 5.1 g (17.7 mmol) N-(4-piperidin-4-yl -butyl)-3-(pyridin-3-yl)-propionamide are dissolved in 35 ml absolute THF and added dropwise under ice cooling. The mixture is stirred at RT overnight without further cooling. Subsequently, the solvent is drawn off under vacuum to a large extent and the residue is chromatographically pre-purified over silica gel with CHCl3/CH3OH (90/... Reactants: ClC1=C(C=C(C=C1)C(F)(F)F)[N+](=O)[O-] (4-chloro-3-nitrobenzotrifluoride), C(C)(=O)NC1=CC=C(C=C1)C1=CC(=NO1)O (5-(4-acetylaminophenyl)-3-hydroxyisoxazole), C([O-])([O-])=O.[K+].[K+] (potassium carbonate), CS(=O)C (dimethyl sulfoxide). Run in O (water). Conditions: time 5 hour. The product is C(C)(=O)NC1=CC=C(C=C1)C1=CC(N(O1)C1=C(C=C(C=C1)C(F)(F)F)[N+](=O)[O-])=O (5-(4-acetylaminophenyl)-2-(2-nitro-4-trifluoromethylphenyl)-4-isoxazolin-3-one). Yield: 76.1%. Reaction SMILES: Cl[C:2]1[CH:7]=[CH:6][C:5]([C:8]([F:11])([F:10])[F:9])=[CH:4][C:3]=1[N+:12]([O-:14])=[O:13].[C:15]([NH:18][C:19]1[CH:24]=[CH:23][C:22]([C:25]2[O:29][N:28]=[C:27]([OH:30])[CH:26]=2)=[CH:21][CH:20]=1)(=[O:17])[CH3:16].C(=O)([O-])[O-].[K+].[K+].CS(C)=O>O>[C:15]([NH:18][C:19]1[CH:20]=[CH:21][C:22]([C:25]2[O:29][N:28]([C:2]3[CH:7]=[CH:6][C:5]([C:8]([F:11])([F:10])[F:9])=[CH:4][C:3]=3[N+:12]([O-:14])=[O:13])[C:27](=[O:30])[CH:26]=2)=[CH:23][CH:24]=1)(=[O:17])[CH3:16] |f:2.3.4|. Procedure details: After mixing 6.4 g of 4-chloro-3-nitrobenzotrifluoride, 7.0 g of 5-(4-acetylaminophenyl)-3-hydroxyisoxazole, 4.5 g of potassium carbonate, and 50 ml of dimethyl sulfoxide, the reaction was performed for 5 hours at 70° C. After the reaction was over, the reaction mixture obtained was poured into water and crystals thus formed were recovered by filtration and recrystallized from a mixture of dimethylformamide and methanol to provide 8.8 g of the desired product with a yield of 75.9%. The melting p... Reactants: O=C(Cl)C(=O)Cl, ClCCl, CC(F)(F)C(C)(C)C(=O)O. Yields the product CC(F)(F)C(C)(C)C(=O)Cl. Reaction SMILES: [Cl:11][C:12]([C:13]([Cl:14])=[O:15])=[O:16].[Cl:17][CH2:18][Cl:19].[F:1][C:2]([C:3]([C:4](=[O:5])[OH:6])([CH3:7])[CH3:8])([CH3:9])[F:10]>>[F:1][C:2]([C:3]([C:4](=[O:5])[Cl:11])([CH3:7])[CH3:8])([CH3:9])[F:10]. Starting materials: CC1=CC(=CC=2C1=CC=CC2C(=O)O[C@@H]3C=C/4C#C[C@]5([C@H](O5)C#C/C=C4/[C@H]3O[C@@H]6[C@@H]([C@H]([C@H]([C@H](O6)C)O)O)NC)[C@H]7COC(=O)O7)OC (neocarzinostatin), Cl (hydrochloric acid), CO (methanol). Reaction conditions: time 2 hour. Yields the product C[C@@H]1[C@@H]([C@@H]([C@H]([C@H](O1)O[C@H]\2[C@@H](C=C3/C2=C\C#C[C@@H]4[C@@](O4)(C#C3)C5COC(=O)O5)OC(=O)C6=C(C=CC7=C(C=C(C=C76)OC)C)O)NC)O)O (NCS-C). As a reaction SMILES: [CH3:1][C:2]1[C:7]2=[CH:8][CH:9]=[CH:10][C:11]([C:12]([O:14][C@H:15]3[C@H:27]([O:28][C@H:29]4[O:34][C@H:33]([CH3:35])[C@H:32]([OH:36])[C@H:31]([OH:37])[C@H:30]4[NH:38][CH3:39])[C:26]4=[CH:25][C:24]#[C:23][C@H:21]5[O:22][C@@:20]5([C@@H:40]5[O:45][C:43](=[O:44])[O:42][CH2:41]5)[C:19]#[C:18][C:17]4=[CH:16]3)=[O:13])=[C:6]2[CH:5]=[C:4]([O:46][CH3:47])[CH:3]=1.Cl.C[OH:50]>>[CH3:35][C@H:33]1[O:34][C@H:29]([O:28][C@H:27]2[C@H:15]([O:14][C:12]([C:11]3[C:6]4[C:7](=[C:2]([CH3:1])[CH:3]=[C:4]([O:46][CH3:47])[CH:5]=4)[CH:8]=[CH:9][C:10]=3[OH:50])=[O:13])[CH:16]=[C:17]3[C:18]#[C:19][C@:20]4([CH:40]5[O:45][C:43](=[O:44])[O:42][CH2:41]5)[O:22][C@@H:21]4[C:23]#[C:24][CH:25]=[C:26]23)[C@H:30]([NH:38][CH3:39])[C@@H:31]([OH:37])[C@H:32]1[OH:36]. Procedure details: Into 1.5 l of a 95% methanol solution was suspended 16 g of neocarzinostatin powder. After adjusting the pH of the suspension with 1 N hydrochloric acid to pH 2.0, the suspension was stirred for 2 hours and then subjected to centrifugal separation. The supernatant was then concentrated and dried to 920 mg of crude powder of the NCS-C substance. The crude powder was subjected to Sephadex LH-20 chromatography in the same manner as in Example 3. The NCS-C substance was obtained in a powder form (yi... RXN SMILES: [BH4-:19].[CH2:21]1[O:22][CH2:23][CH2:24][CH2:25]1.[CH3:17][OH:18].[Na+:20].[n:1]1[c:2](-[c:7]2[cH:8][cH:9][c:10]([CH:13]=[CH:14][CH:15]=[O:16])[cH:11][cH:12]2)[cH:3][cH:4][cH:5][cH:6]1>>[n:1]1[c:2](-[c:7]2[cH:8][cH:9][c:10]([CH:13]=[CH:14][CH2:15][OH:16])[cH:11][cH:12]2)[cH:3][cH:4][cH:5][cH:6]1. The reactants are [BH4-], C1CCOC1, CO, [Na+], O=CC=Cc1ccc(-c2ccccn2)cc1. Yields the product OCC=Cc1ccc(-c2ccccn2)cc1. The reactants are C(C(=C)C)(=O)NC1=CC=C(C(C(=O)O)=C1)O (5-methacrylamidosalicylic acid), CC1=CC(=C(C(=C1)C(C)(C)C)O)C(C)(C)C (butylhydroxytoluene), C(C)(=O)OC(C)=O (acetic anhydride), S(O)(O)(=O)=O (sulfuric acid), Cl (hydrochloric acid). Run in C(C)(=O)O (acetic acid). Run at temperature 60 celsius, time 30 minute. Product: C(C)(=O)C1(C(C(=O)O)C=C(C=C1)NC(C(=C)C)=O)O (2-acetyl-5-methacrylamidosalicylic acid). RXN SMILES: [C:1]([NH:6][C:7]1[CH:15]=[C:11]([C:12]([OH:14])=[O:13])[C:10]([OH:16])=[CH:9][CH:8]=1)(=[O:5])[C:2]([CH3:4])=[CH2:3].CC1C=C(C(C)(C)C)[C:21]([OH:28])=[C:20](C(C)(C)C)C=1.C(OC(=O)C)(=O)C.S(=O)(=O)(O)O.Cl>C(O)(=O)C>[C:21]([C:10]1([OH:16])[CH:9]=[CH:8][C:7]([NH:6][C:1](=[O:5])[C:2]([CH3:4])=[CH2:3])=[CH:15][CH:11]1[C:12]([OH:14])=[O:13])(=[O:28])[CH3:20]. Procedure details: 5-methacrylamidosalicylic acid (30 millimole, 6.7 g) was mixed with butylhydroxytoluene (20 mg), acetic anhydride (10.0 g), and acetic acid (15.0 g). After sealing the solution, its temperatures was raised to 60° C., and the solution was kept at 60° C. for 30 min while stirring. Then, a mixture (1.0 g) of concentrated sulfuric acid (1 part) with hydrochloric acid (10 parts) was added to the solution, followed by raising its temperature to 90° C., and kept at 90° C. for one hour to proceed the re... Reactants: N1(CCC1)CCCN1C2=NC(=NC(=C2N=C1OC)N)OCCCC (9-[3-(1-Azetidinyl)propyl]-2-(butyloxy)-8-(methyloxy)-9H-purin-6-amine), FC(C(=O)O)(F)F.C(CCC)OC=1NC(=C2N=C(N=C2N1)OC)N (2-(butyloxy)-8-(methyloxy)-1H-purin-6-amine trifluoroacetate), BrCCCCBr (1,4-dibromobutane), N1CCCCCC1 (hexahydro-1H-azepine). The product is C(CCC)OC1=NC(=C2N=C(N(C2=N1)CCCCN1CCCCCC1)OC)N (2-(Butyloxy)-9-[4-(hexahydro-1H-azepin-1-yl)butyl]-8-(methyloxy)-9H-purin-6-amine). RXN SMILES: N1([CH2:5][CH2:6][CH2:7][N:8]2[C:16]([O:17][CH3:18])=[N:15][C:14]3[C:9]2=[N:10][C:11]([O:20][CH2:21][CH2:22][CH2:23][CH3:24])=[N:12][C:13]=3[NH2:19])CCC1.F[C:26](F)(F)[C:27](O)=O.C(OC1NC(N)=C2C(N=1)=NC(OC)=N2)CCC.BrCCCCBr.[NH:55]1[CH2:61]C[CH2:59][CH2:58][CH2:57][CH2:56]1>>[CH2:21]([O:20][C:11]1[N:10]=[C:9]2[C:14]([N:15]=[C:16]([O:17][CH3:18])[N:8]2[CH2:7][CH2:6][CH2:5][CH2:61][N:55]2[CH2:27][CH2:26][CH2:59][CH2:58][CH2:57][CH2:56]2)=[C:13]([NH2:19])[N:12]=1)[CH2:22][CH2:23][CH3:24] |f:1.2|. Reported procedure: Prepared similarly to Intermediate 20 from 2-(butyloxy)-8-(methyloxy)-1H-purin-6-amine trifluoroacetate, 1,4-dibromobutane and hexahydro-1H-azepine. Starting materials: COc1ccc(C2C(CO)c3ccc(OC)cc3C3CCCCC32)cc1, CI, [H-], [Na+], CN(C)C=O. Yields the product COCC1c2ccc(OC)cc2C2CCCCC2C1c1ccc(OC)cc1. RXN SMILES: [CH3:1][O:2][c:3]1[cH:4][c:5]2[c:14]([cH:15][cH:16]1)[CH:13]([CH2:17][OH:18])[CH:12]([c:19]1[cH:20][cH:21][c:22]([O:25][CH3:26])[cH:23][cH:24]1)[CH:11]1[CH:6]2[CH2:7][CH2:8][CH2:9][CH2:10]1.[CH3:29][I:30].[H-:28].[Na+:27].[O:31]=[CH:32][N:33]([CH3:34])[CH3:35]>>[CH3:1][O:2][c:3]1[cH:4][c:5]2[c:14]([cH:15][cH:16]1)[CH:13]([CH2:17][O:18][CH3:29])[CH:12]([c:19]1[cH:20][cH:21][c:22]([O:25][CH3:26])[cH:23][cH:24]1)[CH:11]1[CH:6]2[CH2:7][CH2:8][CH2:9][CH2:10]1.